From a dataset of the Open Reaction Database (ORD), a public repository of structured organic reaction records. describe an organic reaction: reactants, conditions, products, and yield Starting materials: CCOC(C)=O, COC(=O)c1nc(N2CCc3cccc(C(=O)Nc4nc5ccccc5s4)c3C2)sc1C#CCO. Yields the product COC(=O)c1nc(N2CCc3cccc(C(=O)Nc4nc5ccccc5s4)c3C2)sc1CCCO. Reaction SMILES: [CH3:36][CH2:37][O:38][C:39]([CH3:40])=[O:41].[s:1]1[c:2]([NH:10][C:11](=[O:12])[c:13]2[cH:14][cH:15][cH:16][c:17]3[c:22]2[CH2:21][N:20]([c:23]2[s:24][c:25]([C:32]#[C:33][CH2:34][OH:35])[c:26]([C:28](=[O:29])[O:30][CH3:31])[n:27]2)[CH2:19][CH2:18]3)[n:3][c:4]2[c:5]1[cH:6][cH:7][cH:8][cH:9]2>>[s:1]1[c:2]([NH:10][C:11](=[O:12])[c:13]2[cH:14][cH:15][cH:16][c:17]3[c:22]2[CH2:21][N:20]([c:23]2[s:24][c:25]([CH2:32][CH2:33][CH2:34][OH:35])[c:26]([C:28](=[O:29])[O:30][CH3:31])[n:27]2)[CH2:19][CH2:18]3)[n:3][c:4]2[c:5]1[cH:6][cH:7][cH:8][cH:9]2. The reactants are CC(=O)O, COC1CN(C(=O)c2cc(-c3ccccc3)c(=O)[nH]c2-c2c(Cl)cccc2C#N)C1, O, [Zn]. The product is COC1CN(C(=O)c2cc(-c3ccccc3)c(=O)n3c2-c2c(Cl)cccc2C3)C1. RXN SMILES: [CH3:31][C:32](=[O:33])[OH:34].[Cl:1][c:2]1[c:3](-[c:10]2[nH:11][c:12](=[O:30])[c:13](-[c:24]3[cH:25][cH:26][cH:27][cH:28][cH:29]3)[cH:14][c:15]2[C:16](=[O:17])[N:18]2[CH2:19][CH:20]([O:22][CH3:23])[CH2:21]2)[c:4]([C:8]#[N:9])[cH:5][cH:6][cH:7]1.[OH2:36].[Zn:35]>>[Cl:1][c:2]1[c:3]2[c:4]([cH:5][cH:6][cH:7]1)[CH2:8][n:11]1[c:10]-2[c:15]([C:16](=[O:17])[N:18]2[CH2:19][CH:20]([O:22][CH3:23])[CH2:21]2)[cH:14][c:13](-[c:24]2[cH:25][cH:26][cH:27][cH:28][cH:29]2)[c:12]1=[O:30].